This data is from the Open Reaction Database (ORD), a public repository of structured organic reaction records. The task is: describe an organic reaction: reactants, conditions, products, and yield The reactants are ON (hydroxy amine), C1(CCC(=O)O1)=O (succinic anhydride). Run in C1=CC=CC=C1 (benzene), N1=CC=CC=C1 (pyridine). Conditions: time 2 hour. Product: C(CCC(=O)O)(=O)O.NO (Hydroxylamine Succinate). As a reaction SMILES: [OH:1][NH2:2].[C:3]1(=[O:9])[O:8][C:6](=[O:7])[CH2:5][CH2:4]1>C1C=CC=CC=1.N1C=CC=CC=1>[C:3]([OH:8])(=[O:9])[CH2:4][CH2:5][C:6]([OH:1])=[O:7].[NH2:2][OH:1] |f:4.5|. Reported procedure: This example that demonstrates how this method could be performed. Part 1: To a solution of 2 g hydroxy amine in 100 ml dry benzene and 100 ml pyridine, 9.4 g succinic anhydride is added and the reaction mixture stirred at room temperature for 2 h and refluxed for 2 h. The solvent is evaporated under vacuum and the residue is purified by flash chromatography using silica gel. Starting materials: CC(C)(C)[O-].[Na+] (NaOtBu), CC1(OB(OC1(C)C)C=1C=NNC1)C (4-(4,4,5,5-tetramethyl-[1,3,2]dioxaborolan-2-yl)-1H-pyrazole), N1(CCOCC1)C1=CC=C(C=C1)NC=1C=2N(C(=CN1)C1=CC(NC=C1)=O)C=CN2 (4-[8-(4-Morpholin-4-yl-phenylamino)imidazo[1,2-a]pyrazin-5-yl]-1H-pyridin-2-one), C(C)(C)(C)OC(N(C1=CC(=C(C=C1)N1CCOCC1)CN(C)C)C=1C=2N(C(=CN1)Br)C=CN2)=O ((5-bromo-imidazo[1,2-a]pyrazin-8-yl)-(3-dimethylaminomethyl-4-morpholin-4-yl-phenyl)-carbamic acid tert-butyl ester). The reagents and catalysts are C=1C=CC(=CC1)[P](C=2C=CC=CC2)(C=3C=CC=CC3)[Pd]([P](C=4C=CC=CC4)(C=5C=CC=CC5)C=6C=CC=CC6)([P](C=7C=CC=CC7)(C=8C=CC=CC8)C=9C=CC=CC9)[P](C=1C=CC=CC1)(C=1C=CC=CC1)C=1C=CC=CC1 (Pd(PPh3)4). The solvent is CN(C)C=O.O (DMF water). Reaction conditions: time 4 hour. Yields the product N (NH3), CN(C)CC=1C=C(C=CC1N1CCOCC1)NC=1C=2N(C(=CN1)C=1C=NNC1)C=CN2 ((3-Dimethylaminomethyl-4-morpholin-4-yl-phenyl)-[5-(1H-pyrazol-4-yl)-imidazo[1,2-a]pyrazin-8-yl]-amine). The yield is 66.0%. Reaction SMILES: [N:1]1(C2C=CC(NC3C4N(C=CN=4)C(C4C=CNC(=O)C=4)=CN=3)=CC=2)CCOCC1.C(OC(=O)[N:36]([C:53]1[C:54]2[N:55]([CH:60]=[CH:61][N:62]=2)[C:56](Br)=[CH:57][N:58]=1)[C:37]1[CH:42]=[CH:41][C:40]([N:43]2[CH2:48][CH2:47][O:46][CH2:45][CH2:44]2)=[C:39]([CH2:49][N:50]([CH3:52])[CH3:51])[CH:38]=1)(C)(C)C.CC1(C)C(C)(C)OB([C:72]2[CH:73]=[N:74][NH:75][CH:76]=2)O1.CC([O-])(C)C.[Na+]>C1C=CC([P]([Pd]([P](C2C=CC=CC=2)(C2C=CC=CC=2)C2C=CC=CC=2)([P](C2C=CC=CC=2)(C2C=CC=CC=2)C2C=CC=CC=2)[P](C2C=CC=CC=2)(C2C=CC=CC=2)C2C=CC=CC=2)(C2C=CC=CC=2)C2C=CC=CC=2)=CC=1.CN(C=O)C.O>[NH3:1].[CH3:52][N:50]([CH2:49][C:39]1[CH:38]=[C:37]([NH:36][C:53]2[C:54]3[N:55]([CH:60]=[CH:61][N:62]=3)[C:56]([C:72]3[CH:73]=[N:74][NH:75][CH:76]=3)=[CH:57][N:58]=2)[CH:42]=[CH:41][C:40]=1[N:43]1[CH2:48][CH2:47][O:46][CH2:45][CH2:44]1)[CH3:51] |f:3.4,6.7,^1:87,89,108,127|. Procedure: In the same way as described for Compound 85, step 1, using (5-bromo-imidazo[1,2-a]pyrazin-8-yl)-(3-dimethylaminomethyl-4-morpholin-4-yl-phenyl)-carbamic acid tert-butyl ester (54 mg, 0.1024 mmol), 4-(4,4,5,5-tetramethyl-[1,3,2]dioxaborolan-2-yl)-1H-pyrazole (29.8 mg, 0.153 mmol), Pd(PPh3)4 (12 mg, 0.0102 mmol) and NaOtBu (39 mg, 0.41 mmol) in 3:1 DMF/water (4 mL). The reaction mixture is concentrated under reduced pressure and the residue is dissolved in a mixture 1:1 DCM:TFA (drop of water). A... The reactants are ClC=1C=CC(=C(N)C1)C1=NN=NN1 (5-Chloro-2-(1H-tetrazol-5-yl)aniline), ClC=1C=C(C(=O)Cl)C=CC1 (3-chlorobenzoyl chloride). The product is ClC=1C=C(C(=O)NC2=C(C=CC(=C2)Cl)C2=NN=NN2)C=CC1 (3-Chloro-N-[5-chloro-2-(1H-tetrazol-5-yl)phenyl]benzamide). The yield is 13.0%. As a reaction SMILES: [Cl:1][C:2]1[CH:3]=[CH:4][C:5]([C:9]2[NH:13][N:12]=[N:11][N:10]=2)=[C:6]([CH:8]=1)[NH2:7].[Cl:14][C:15]1[CH:16]=[C:17]([CH:21]=[CH:22][CH:23]=1)[C:18](Cl)=[O:19]>>[Cl:14][C:15]1[CH:16]=[C:17]([CH:21]=[CH:22][CH:23]=1)[C:18]([NH:7][C:6]1[CH:8]=[C:2]([Cl:1])[CH:3]=[CH:4][C:5]=1[C:9]1[NH:13][N:12]=[N:11][N:10]=1)=[O:19]. Reported procedure: The title compound was prepared essentially according to the method of Example 4, but using 5-Chloro-2-(1H-tetrazol-5-yl)aniline (1.0 mmol) and 3-chlorobenzoyl chloride. After precipitation, the product was further purified by reverse phase C18 preparative HPLC (water/acetonitrile w/0.1% formic acid, 30%-100% eluant gradient) to yield the desired product (46.0 mg, 13%). 1H NMR (400 MHz, d6-DMSO): δ 13.07 (s, 1H), 8.87 (s, 1H), 8.29 (s, 1H), 8.17 (s, 1H), 7.76 (m, 2H), 7.27 (s, 1H), 6.96 (s, 2H).... Reactants: OC1CCCC(NC2=C1C=CC=C2)=O (6-hydroxy-3,4,5,6-tetrahydro-1-benzazocin-2-(1H)one), C(C)(=O)OC(C)=O (acetic anhydride). Product: C(C)(=O)OC1CCCC(NC2=C1C=CC=C2)=O (6-acetoxy-3,4,5,6-tetrahydro-1-benzazocin-2(1H)-one). RXN SMILES: [OH:1][CH:2]1[C:9]2[CH:10]=[CH:11][CH:12]=[CH:13][C:8]=2[NH:7][C:6](=[O:14])[CH2:5][CH2:4][CH2:3]1.[C:15](OC(=O)C)(=[O:17])[CH3:16]>>[C:15]([O:1][CH:2]1[C:9]2[CH:10]=[CH:11][CH:12]=[CH:13][C:8]=2[NH:7][C:6](=[O:14])[CH2:5][CH2:4][CH2:3]1)(=[O:17])[CH3:16]. Procedure: A solution of 6-hydroxy-3,4,5,6-tetrahydro-1-benzazocin-2-(1H)one (9.2 g) in acetic anhydride (200 ml) is maintained at 80° C. for 3 hours. The reaction mixture is cooled to room temperature and the solvents removed under reduced pressure. Ether (300 ml) is added, and their resulting solution washed with water (150 ml) and dried over magnesium sulfate. The solvent is removed under reduced pressure to give 6-acetoxy-3,4,5,6-tetrahydro-1-benzazocin-2(1H)-one. Starting materials: S1C2=C(NCC1)C=CC=C2 (3,4-dihydro-2H-benzo[b][1,4]thiazine), BrCCCBr (1,3-dibromopropane), C(=O)([O-])[O-].[Na+].[Na+] (Na2CO3). The solvent is CN(C)C=O (DMF), C(C)(=O)OCC (ethyl acetate). Conditions: temperature 70 celsius. Yields the product S1C2=C(N(CC1)CCCBr)C=CC=C2 (3-(3,4-Dihydro-2H-benzo[b][1,4]thiazin-4yl)propylbromide). Isolated yield 59.1%. Reaction SMILES: [S:1]1[CH2:6][CH2:5][NH:4][C:3]2[CH:7]=[CH:8][CH:9]=[CH:10][C:2]1=2.[Br:11][CH2:12][CH2:13][CH2:14]Br.C([O-])([O-])=O.[Na+].[Na+]>CN(C=O)C.C(OCC)(=O)C>[S:1]1[CH2:6][CH2:5][N:4]([CH2:14][CH2:13][CH2:12][Br:11])[C:3]2[CH:7]=[CH:8][CH:9]=[CH:10][C:2]1=2 |f:2.3.4|. Procedure: A mixture of 3,4-dihydro-2H-benzo[b][1,4]thiazine (2.0 g, 1.0 eq, 13.24 mmol), 1,3-dibromopropane (14 ml, 10 eq, 132.4 mmol) and anhydrous Na2CO3 (4.21 g, 3.0 eq, 39.7 mmol) in dry DMF (130 ml) was heated at 70° C. for 16 h. The reaction mixture was diluted with ethyl acetate (200 ml) and washed with water and brine. The organic layer was dried (Na2SO4), condensed, and the residue was chromatographed using ethyl acetate and hexanes to obtain the title compound as yellow oil (2.13 g, 59% yield). As a reaction SMILES: [C:4](=[O:5])([O-:6])[O-:7].[CH2:10]([c:11]1[cH:12][cH:13][cH:14][cH:15][cH:16]1)[NH:17][c:18]1[c:19]2[c:20]([n:21][cH:22][c:23]1[C:24](=[O:25])[N:26]([CH3:27])[O:28][CH3:29])[nH:30][n:31][cH:32]2.[CH2:1]([CH3:2])[I:3].[CH3:33][N:34]([CH3:35])[CH:36]=[O:37].[K+:8].[K+:9].[OH2:38]>>[CH2:1]([CH3:2])[n:30]1[c:20]2[c:19]([c:18]([NH:17][CH2:10][c:11]3[cH:12][cH:13][cH:14][cH:15][cH:16]3)[c:23]([C:24](=[O:25])[N:26]([CH3:27])[O:28][CH3:29])[cH:22][n:21]2)[cH:32][n:31]1. Reactants: O=C([O-])[O-], CON(C)C(=O)c1cnc2[nH]ncc2c1NCc1ccccc1, CCI, CN(C)C=O, [K+], [K+], O. Product: CCn1ncc2c(NCc3ccccc3)c(C(=O)N(C)OC)cnc21.